From a dataset of the Open Reaction Database (ORD), a public repository of structured organic reaction records. describe an organic reaction: reactants, conditions, products, and yield Starting materials: O=S(=O)(Cl)c1ccc(I)cc1, Nc1nccs1, c1ccncc1. The product is O=S(=O)(Nc1nccs1)c1ccc(I)cc1. RXN SMILES: [I:1][c:2]1[cH:3][cH:4][c:5]([S:8](=[O:9])(=[O:10])[Cl:11])[cH:6][cH:7]1.[NH2:12][c:13]1[s:14][cH:15][cH:16][n:17]1.[cH:18]1[cH:19][cH:20][n:21][cH:22][cH:23]1>>[I:1][c:2]1[cH:3][cH:4][c:5]([S:8](=[O:9])(=[O:10])[NH:12][c:13]2[s:14][cH:15][cH:16][n:17]2)[cH:6][cH:7]1. Starting materials: CC(=O)O, CCOC(=O)C1CCN(S(=O)(=O)c2ccc(C)cc2)c2ccccc2C1=O, [Na+], [OH-], O. Yields the product Cc1ccc(S(=O)(=O)N2CCCC(=O)c3ccccc32)cc1. RXN SMILES: [C:28]([OH:29])(=[O:30])[CH3:31].[CH2:1]([O:2][C:3](=[O:4])[CH:6]1[C:7](=[O:27])[c:8]2[c:9]([cH:23][cH:24][cH:25][cH:26]2)[N:10]([S:13](=[O:14])(=[O:15])[c:16]2[cH:17][cH:18][c:19]([CH3:22])[cH:20][cH:21]2)[CH2:11][CH2:12]1)[CH3:5].[Na+:33].[OH-:32].[OH2:34]>>[CH2:6]1[C:7](=[O:27])[c:8]2[c:9]([cH:23][cH:24][cH:25][cH:26]2)[N:10]([S:13](=[O:14])(=[O:15])[c:16]2[cH:17][cH:18][c:19]([CH3:22])[cH:20][cH:21]2)[CH2:11][CH2:12]1.